Dataset: the Open Reaction Database (ORD), a public repository of structured organic reaction records. Task: describe an organic reaction: reactants, conditions, products, and yield Starting materials: [K+], [K+], Nc1c(Nc2cccnc2)c(=O)c1=O, O=C([O-])[O-], CC(C)(Cc1ccccc1)C(NC(=O)c1cccnc1)n1nnc2ccccc21. Yields the product CC(C)(Cc1ccccc1)C(NC(=O)c1cccnc1)Nc1c(Nc2cccnc2)c(=O)c1=O. Reaction SMILES: [K+:44].[K+:45].[NH2:1][c:2]1[c:3](=[O:14])[c:4](=[O:13])[c:5]1[NH:6][c:7]1[cH:8][n:9][cH:10][cH:11][cH:12]1.[O-:46][C:47]([O-:48])=[O:49].[n:15]1([CH:24]([C:25]([CH2:26][c:27]2[cH:28][cH:29][cH:30][cH:31][cH:32]2)([CH3:33])[CH3:34])[NH:35][C:36]([c:37]2[cH:38][n:39][cH:40][cH:41][cH:42]2)=[O:43])[c:16]2[cH:17][cH:18][cH:19][cH:20][c:21]2[n:22][n:23]1>>[NH:1]([c:2]1[c:3](=[O:14])[c:4](=[O:13])[c:5]1[NH:6][c:7]1[cH:8][n:9][cH:10][cH:11][cH:12]1)[CH:24]([C:25]([CH2:26][c:27]1[cH:28][cH:29][cH:30][cH:31][cH:32]1)([CH3:33])[CH3:34])[NH:35][C:36]([c:37]1[cH:38][n:39][cH:40][cH:41][cH:42]1)=[O:43]. The reactants are C(C)(C)(C)OC(C1=CC=C(C=C1)NC1CCN(CC1)C1=NC2=CC(=C(C=C2C(N1)=O)OC)OC)=O (4-[1-(6,7-Dimethoxy-4-oxo-3,4-dihydroquinazolin-2-yl) piperidin-4-ylamino]benzoic acid tert-butyl ester). Run in FC(C(=O)O)(F)F (trifluoroacetic acid). Conditions: temperature 25 celsius, time 12 hour. Yields the product COC=1C=C2C(NC(=NC2=CC1OC)N1CCC(CC1)NC1=CC=C(C(=O)O)C=C1)=O (4-[1-(6,7-Dimethoxy-4-oxo-3,4-dihydroquinazolin-2-yl)piperidin-4-ylamino]benzoic acid). The yield is 187.8%. RXN SMILES: C([O:5][C:6](=[O:35])[C:7]1[CH:12]=[CH:11][C:10]([NH:13][CH:14]2[CH2:19][CH2:18][N:17]([C:20]3[NH:29][C:28](=[O:30])[C:27]4[C:22](=[CH:23][C:24]([O:33][CH3:34])=[C:25]([O:31][CH3:32])[CH:26]=4)[N:21]=3)[CH2:16][CH2:15]2)=[CH:9][CH:8]=1)(C)(C)C>FC(F)(F)C(O)=O>[CH3:32][O:31][C:25]1[CH:26]=[C:27]2[C:22](=[CH:23][C:24]=1[O:33][CH3:34])[N:21]=[C:20]([N:17]1[CH2:18][CH2:19][CH:14]([NH:13][C:10]3[CH:11]=[CH:12][C:7]([C:6]([OH:35])=[O:5])=[CH:8][CH:9]=3)[CH2:15][CH2:16]1)[NH:29][C:28]2=[O:30]. Procedure details: A solution of (15) (0.036 g, 0.074 mmol) in trifluoroacetic acid (5 mL) was capped with a drying tube and stirred at 25° C. for 12 h. The reaction mixture was evaporated to a light brown oily residue (0.059 g, quantitative yield); 1H NMR (DMSO) δ 8.00 (br s, 1H), 7.67 (d, 2H, J=8.3), 7.31 (s, 1H), 6.98 (s, 1H), 6.63 (d, 2H, J=8.2), 6.12 (br s, 1H), 4.22 (d, 2H, J=12.8), 3.86 (s, 3H), 3.81 (s, 3H), 3.65 (m, 1H), 3.28 (m, 2H), 2.03 (m, 2H), 1.49 (m, 2H); 13C NMR (DMSO) δ 167.5, 161.8, 160.7, 155.2... The reactants are C1=CN(C(=O)NC1=O)C2C(C(C(O2)COP(=O)(O)OC3C(OC(C3O)N4C=CC(=O)NC4=O)CO)O)O.N (uricase), OC1=CC=C(C=C1)CC(=O)O (p-hydroxy phenyl acetic acid), NCC(=O)O (glycine). Yields the product N1C(=O)NC=2NC(=O)NC2C1=O (Uric acid). RXN SMILES: C1[C:7](=[O:8])[NH:6][C:4](=O)[N:3]([CH:9]2[O:13]C(COP(OC3C(O)C(N4C(=O)NC(=O)C=C4)OC3CO)(O)=O)C(O)C2O)C=1.[NH3:38].OC1C=CC(CC(O)=O)=CC=1.[NH2:50][CH2:51][C:52]([OH:54])=O>>[NH:38]1[C:52](=[O:54])[C:51]2[NH:50][C:7](=[O:8])[NH:6][C:4]=2[NH:3][C:9]1=[O:13] |f:0.1|. Procedure: , the reagent solution contains, uricase 300 units/ml, horse radish peroxidase 100 micrograms/ml, and p-hydroxy phenyl acetic acid 100 micrograms/ml, dissolved in 0.1 mol/L glycine buffer pH 9.0.